Dataset: the Open Reaction Database (ORD), a public repository of structured organic reaction records. Task: describe an organic reaction: reactants, conditions, products, and yield Starting materials: C(C)(=O)C=1C=C(C(C)(C)N=C=O)C=CC1 (3-acetyl-α,α-dimethylbenzyl isocyanate). The solvent is Cl (HCl). Run at temperature 0 celsius. Yields the product C(C)(=O)C=1C=C(C(C)(C)N)C=CC1 (3-Acetyl-α, α-dimethylbenzylamine). Yield: 54.8%. As a reaction SMILES: [C:1]([C:4]1[CH:5]=[C:6]([CH:13]=[CH:14][CH:15]=1)[C:7]([N:10]=C=O)([CH3:9])[CH3:8])(=[O:3])[CH3:2]>Cl>[C:1]([C:4]1[CH:5]=[C:6]([CH:13]=[CH:14][CH:15]=1)[C:7]([NH2:10])([CH3:9])[CH3:8])(=[O:3])[CH3:2]. Reported procedure: 3-Acetyl-α, α-dimethylbenzyl isocyanate 3 (1000 mg, 4.92 mmol) in 8N HCl (30 mL) were refluxed for 30 min. The reaction mixture was cooled to 0° C. and then washed with diethyl ether. The aqueous portion was neutralized with a 10% NaOH solution and extracted with diethyl ether (3×20 mL). The combined organic layers were washed with brine, dried over anhydrous MgSO4, filtered and concentrated. The residue was purified by chromatography eluting with methanol/chloroform to give 24 as a yellow oil (...